Dataset: the Open Reaction Database (ORD), a public repository of structured organic reaction records. Task: describe an organic reaction: reactants, conditions, products, and yield Starting materials: CO, O=C(O)c1cccc(-c2ccc([N+](=O)[O-])c(Nc3ccccc3)c2)c1. Product: Nc1ccc(-c2cccc(C(=O)O)c2)cc1Nc1ccccc1. As a reaction SMILES: [CH3:26][OH:27].[N+:1]([O-:2])(=[O:3])[c:4]1[c:5]([NH:19][c:20]2[cH:21][cH:22][cH:23][cH:24][cH:25]2)[cH:6][c:7](-[c:10]2[cH:11][c:12]([C:16](=[O:17])[OH:18])[cH:13][cH:14][cH:15]2)[cH:8][cH:9]1>>[NH2:1][c:4]1[c:5]([NH:19][c:20]2[cH:21][cH:22][cH:23][cH:24][cH:25]2)[cH:6][c:7](-[c:10]2[cH:11][c:12]([C:16](=[O:17])[OH:18])[cH:13][cH:14][cH:15]2)[cH:8][cH:9]1. The reactants are BrC1=C(OCC(=O)N(NC(C2=CC=CC=C2)=O)C(C)C)C(=CC(=C1)F)F (benzoic acid N′-[2-(2-bromo-4,6-difluoro-phenoxy)-acetyl]-N′-isopropyl-hydrazide), C(=O)([O-])[O-].[Na+].[Na+] (Na2CO3), FC(OC1=C(C=CC=C1)B(O)O)(F)F (2-trifluoromethoxybenzeneboronic acid), Pd[PPh3]4. The solvent is COCCOC (DME). Yields the product FC=1C(=C(C=C(C1)F)C1=C(C=CC=C1)OC(F)(F)F)OCC(=O)N(NC(C1=CC=CC=C1)=O)C(C)C (benzoic acid N′-[2-(3,5-difluoro-2′-trifluoromethoxy-biphenyl-2-yloxy)-acetyl]-N′-isopropyl hydrazide). Isolated yield 58.8%. As a reaction SMILES: Br[C:2]1[CH:24]=[C:23]([F:25])[CH:22]=[C:21]([F:26])[C:3]=1[O:4][CH2:5][C:6]([N:8]([CH:18]([CH3:20])[CH3:19])[NH:9][C:10](=[O:17])[C:11]1[CH:16]=[CH:15][CH:14]=[CH:13][CH:12]=1)=[O:7].C([O-])([O-])=O.[Na+].[Na+].[F:33][C:34]([F:46])([F:45])[O:35][C:36]1[CH:41]=[CH:40][CH:39]=[CH:38][C:37]=1B(O)O>COCCOC>[F:26][C:21]1[C:3]([O:4][CH2:5][C:6]([N:8]([CH:18]([CH3:20])[CH3:19])[NH:9][C:10](=[O:17])[C:11]2[CH:16]=[CH:15][CH:14]=[CH:13][CH:12]=2)=[O:7])=[C:2]([C:37]2[CH:38]=[CH:39][CH:40]=[CH:41][C:36]=2[O:35][C:34]([F:33])([F:46])[F:45])[CH:24]=[C:23]([F:25])[CH:22]=1 |f:1.2.3|. Procedure details: A solution of benzoic acid N′-[2-(2-bromo-4,6-difluoro-phenoxy)-acetyl]-N′-isopropyl-hydrazide (100 mg, 0.234 mmol) in DME (3 ml)/2M Na2CO3 (0.410 ml, 0.819 mmol) was treated with 2-trifluoromethoxybenzeneboronic acid (72 mg, 0.351 mmol) and Pd[PPh3]4 (54 mg, 0.046 mmol) in a microwave oven at 150° C. for 10 min. The reaction mixture was partitioned between water and ethyl acetate. The organic layer was washed with brine, dried over sodium sulfate, filtered, and concentrated. The crude was absor... Reactants: N=1N=NN2C1C=CC(=C2)C2CN(C(CO2)=O)C(C)(C)C (2-(tetrazolo[1,5-a]pyrid-6-yl)-4-(1,1-dimethylethyl)-5-oxo-morpholine), O.O.Cl[Sn]Cl (SnCl2.2H2O), Cl (hydrochloric acid). The solvent is CO (methanol). The product is NC1=CC=C(C=N1)C1CN(C(CO1)=O)C(C)(C)C (2-(6-Aminopyrid-3yl)-4-(1,1-dimethylethyl)-5-oxo-morpholine). Isolated yield 88.7%. As a reaction SMILES: [N:1]1N=N[N:4]2[CH:9]=[C:8]([CH:10]3[O:15][CH2:14][C:13](=[O:16])[N:12]([C:17]([CH3:20])([CH3:19])[CH3:18])[CH2:11]3)[CH:7]=[CH:6][C:5]=12.O.O.Cl[Sn]Cl.Cl>CO>[NH2:1][C:5]1[N:4]=[CH:9][C:8]([CH:10]2[O:15][CH2:14][C:13](=[O:16])[N:12]([C:17]([CH3:20])([CH3:19])[CH3:18])[CH2:11]2)=[CH:7][CH:6]=1 |f:1.2.3|. Procedure: A solution of 2-(tetrazolo[1,5-a]pyrid-6-yl)-4-(1,1-dimethylethyl)-5-oxo-morpholine (550 mg), SnCl2.2H2O (968 mg) and 0.2 ml of 12N hydrochloric acid in 60 ml of methanol was heated at reflux for 14.5 hours under nitrogen. The reaction mixture was concentrated under reduced pressure and then poured into ice water containing 5N sodium hydroxide. The basic aqueous mixture was repeatedly extracted with methylene chloride. The combined organic fractions were washed with water and saturated sodium ch... The reactants are [H-].[H-].[H-].[H-].[Li+].[Al+3] (LiAlH4), Cl.Cl.FC=1C=C2C(=CNC2=CC1)C(CCCN1CCNCC1)=O (1-(5-fluoro-1H-indol-3-yl)-4-(piperazin-1-yl)butan-1-one dihydrochloride), [H-].[H-].[H-].[H-].[Li+].[Al+3] (LiAlH4). Run in O1CCCC1 (tetrahydrofuran), O1CCCC1 (tetrahydrofuran). Reaction conditions: temperature 0 celsius. Yields the product FC=1C=C2C(=CNC2=CC1)CCCCN1CCNCC1 (5-fluoro-3-[4-(piperazin-1-yl)butyl]-1H-indole). The yield is 98.3%. Reaction SMILES: Cl.Cl.[F:3][C:4]1[CH:5]=[C:6]2[C:10](=[CH:11][CH:12]=1)[NH:9][CH:8]=[C:7]2[C:13](=O)[CH2:14][CH2:15][CH2:16][N:17]1[CH2:22][CH2:21][NH:20][CH2:19][CH2:18]1.[H-].[H-].[H-].[H-].[Li+].[Al+3]>O1CCCC1>[F:3][C:4]1[CH:5]=[C:6]2[C:10](=[CH:11][CH:12]=1)[NH:9][CH:8]=[C:7]2[CH2:13][CH2:14][CH2:15][CH2:16][N:17]1[CH2:22][CH2:21][NH:20][CH2:19][CH2:18]1 |f:0.1.2,3.4.5.6.7.8|. Procedure: The obtained 1-(5-fluoro-1H-indol-3-yl)-4-(piperazin-1-yl)butan-1-one dihydrochloride (3.20 g) was dissolved in tetrahydrofuran (50 ml) and cooled to 0° C. A solution of LiAlH4 in tetrahydrofuran (60 ml; 1M, ˜53 mmol LiAlH4) was slowly added. Subsequently, the mixture was heated at 80° C. for 20 hours. The excess LiAlH4 was cautiously hydrolyzed and after extractive work-up, 5-fluoro-3-[4-(piperazin-1-yl)butyl]-1H-indole (2.39 g, 98% yield) was obtained. 1H-NMR (400 MHz, DMSO-d6) δ 1.40-1.50 (m,... Starting materials: [H-].[Na+] (sodium hydride), C(C)(C)(C)C1=C(C(=CC=C1)C(C)(C)C)O (2,6-di-tert-butylphenol), CN1C(C=CC1=O)=O (N-methylmaleimide). Solvent: C(C)(C)(C)O (tert-butyl alcohol), C1(=CC=CC=C1)C (toluene), CCCCCCC (heptane), C(C)(=O)OCC (ethyl acetate), CCCCCCC (heptane). The product is C(C)(C)(C)C=1C=C(C=C(C1O)C(C)(C)C)C1C(N(C(C1)=O)C)=O (3-(3,5-di-tert-butyl-4-hydroxyphenyl)-1-methyl-pyrrolidine-2,5-dione). The yield is 9.5%. RXN SMILES: [H-].[Na+].[C:3]([C:7]1[CH:12]=[CH:11][CH:10]=[C:9]([C:13]([CH3:16])([CH3:15])[CH3:14])[C:8]=1[OH:17])([CH3:6])([CH3:5])[CH3:4].[CH3:18][N:19]1[C:23](=[O:24])[CH:22]=[CH:21][C:20]1=[O:25]>C(O)(C)(C)C.C1(C)C=CC=CC=1.CCCCCCC.C(OCC)(=O)C>[C:13]([C:9]1[CH:10]=[C:11]([CH:21]2[CH2:22][C:23](=[O:24])[N:19]([CH3:18])[C:20]2=[O:25])[CH:12]=[C:7]([C:3]([CH3:6])([CH3:5])[CH3:4])[C:8]=1[OH:17])([CH3:16])([CH3:15])[CH3:14] |f:0.1|. Reported procedure: This compound is prepared by the procedure of Example 1 from 2.40 g (0.1 mol) of sodium hydride, 20.63 g (0.1 mol) of 2,6-di-tert-butylphenol, and 11.11 g (0.1 mol) of N-methylmaleimide in tert-butyl alcohol. The residue is recrystallized from petroleum ether to give 13.2 g (42%) of crude product. The analytical sample is prepared by flash chromatography (1:1 heptane:ethyl acetate eluent) followed by trituration with a mixture of heptane and toluene to give 3.0 g of a white solid: mp 164°-166° C... Reactants: Oc1ccc2cc(Br)ccc2c1, O=C([O-])[O-], CN(C)C=O, OCCCCCCCl, Cl, [I-], [K+], [K+], [K+]. Product: OCCCCCCOc1ccc2cc(Br)ccc2c1. As a reaction SMILES: [Br:1][c:2]1[cH:3][c:4]2[cH:5][cH:6][c:7]([OH:12])[cH:8][c:9]2[cH:10][cH:11]1.[C:21](=[O:22])([O-:23])[O-:24].[CH3:30][N:31]([CH3:32])[CH:33]=[O:34].[Cl:13][CH2:14][CH2:15][CH2:16][CH2:17][CH2:18][CH2:19][OH:20].[ClH:29].[I-:28].[K+:25].[K+:26].[K+:27]>>[Br:1][c:2]1[cH:3][c:4]2[cH:5][cH:6][c:7]([O:12][CH2:14][CH2:15][CH2:16][CH2:17][CH2:18][CH2:19][OH:20])[cH:8][c:9]2[cH:10][cH:11]1. The reactants are C1(CCCCC1)C(C1=C(CN(C#N)CC2=CC(=CC(=C2)C(F)(F)F)C(F)(F)F)C=C(C=C1)C(F)(F)F)OC ((2-(cyclohexyl(methoxy)methyl)-5-(trifluoromethyl)benzyl)(3,5-bis(trifluoromethyl)benzyl)cyanamide), [N-]=[N+]=[N-].[Na+] (sodium azide), O (Water), TEA HCl. Run in C1(=CC=CC=C1)C (toluene). Reaction conditions: temperature 115 celsius, time 8 hour. The product is C1(CCCCC1)C(C1=C(CN(C=2N=NNN2)CC2=CC(=CC(=C2)C(F)(F)F)C(F)(F)F)C=C(C=C1)C(F)(F)F)OC (N-(2-(cyclohexyl(methoxy)methyl)-5-(trifluoromethyl)benzyl)-N-(3,5-bis(trifluoromethyl)benzyl)-2H-tetrazol-5-amine). Isolated yield 58.7%. As a reaction SMILES: [CH:1]1([CH:7]([O:37][CH3:38])[C:8]2[CH:32]=[CH:31][C:30]([C:33]([F:36])([F:35])[F:34])=[CH:29][C:9]=2[CH2:10][N:11]([CH2:14][C:15]2[CH:20]=[C:19]([C:21]([F:24])([F:23])[F:22])[CH:18]=[C:17]([C:25]([F:28])([F:27])[F:26])[CH:16]=2)[C:12]#[N:13])[CH2:6][CH2:5][CH2:4][CH2:3][CH2:2]1.[N-:39]=[N+:40]=[N-:41].[Na+].O>C1(C)C=CC=CC=1>[CH:1]1([CH:7]([O:37][CH3:38])[C:8]2[CH:32]=[CH:31][C:30]([C:33]([F:34])([F:35])[F:36])=[CH:29][C:9]=2[CH2:10][N:11]([CH2:14][C:15]2[CH:20]=[C:19]([C:21]([F:22])([F:23])[F:24])[CH:18]=[C:17]([C:25]([F:28])([F:27])[F:26])[CH:16]=2)[C:12]2[N:39]=[N:40][NH:41][N:13]=2)[CH2:6][CH2:5][CH2:4][CH2:3][CH2:2]1 |f:1.2|. Procedure: To solution of (2-(cyclohexyl(methoxy)methyl)-5-(trifluoromethyl)benzyl)(3,5-bis(trifluoromethyl)benzyl)cyanamide (144 mg, 0.26 mmol) in toluene was added sodium azide (84.9 mg, 1.31 mmol) followed by TEA-HCl (178.8 mg, 1.3 mmol). The mixture was stirred at 115° C. overnight. Water was added and the mixture was extracted with ethyl acetate. Combined organic layers were washed with brine, dried over sodium sulfate and concentrated in vacuo. The residue was purified by chromatography over 25+S Bio...